This data is from the Open Reaction Database (ORD), a public repository of structured organic reaction records. The task is: describe an organic reaction: reactants, conditions, products, and yield Yields the product ClC=1C=CC(=C(NC(C)=O)C1)OCC#N (5'-chloro 2'-(cyanomethoxy) acetanilide). Reported procedure: To a solution of 25.0 grams of 4-chloro 2-acetamidophenol (0.135 mole) in 500 ml of acetone is added 18.7 grams of potassium carbonate (0.135 mole). To the resulting suspension is added 10.20 grams of chloroacetonitrile (0.135 mole). The suspension is stirred for 48 hours at reflux. The reaction mixture is then filtered and the solvent removed under reduced pressure to yield a dark solid residue. Recrystallization of the residue from methylene chloride-petroleum ether (1:1) followed by recrystal... Run at time 48 hour. Solvent: CC(=O)C (acetone). As a reaction SMILES: [Cl:1][C:2]1[CH:7]=[CH:6][C:5]([OH:8])=[C:4]([NH:9][C:10](=[O:12])[CH3:11])[CH:3]=1.C(=O)([O-])[O-].[K+].[K+].Cl[CH2:20][C:21]#[N:22]>CC(C)=O>[Cl:1][C:2]1[CH:7]=[CH:6][C:5]([O:8][CH2:20][C:21]#[N:22])=[C:4]([CH:3]=1)[NH:9][C:10](=[O:12])[CH3:11] |f:1.2.3|. Starting materials: ClC1=CC(=C(C=C1)O)NC(C)=O (4-chloro 2-acetamidophenol), C([O-])([O-])=O.[K+].[K+] (potassium carbonate), ClCC#N (chloroacetonitrile). The reactants are C1(=CC=CC=C1)[Mg]Cl (phenylmagnesium chloride), C(C1=CC=CC=C1)N1C(CCCC1)=O (1-Benzylpiperidone), C1CCOC1 (THF). Conditions: time 4 hour. The product is C(C1=CC=CC=C1)N1CCC(CC1)(O)C1=CC=CC=C1 (1-Benzyl-4-phenyl-piperidin-4-ol). As a reaction SMILES: [C:1]1([Mg]Cl)[CH:6]=[CH:5][CH:4]=[CH:3][CH:2]=1.[CH2:9]([N:16]1[CH2:21][CH2:20][CH2:19][CH2:18][C:17]1=O)[C:10]1[CH:15]=[CH:14][CH:13]=[CH:12][CH:11]=1.C1C[O:26]CC1>>[CH2:9]([N:16]1[CH2:21][CH2:20][C:19]([C:1]2[CH:6]=[CH:5][CH:4]=[CH:3][CH:2]=2)([OH:26])[CH2:18][CH2:17]1)[C:10]1[CH:15]=[CH:14][CH:13]=[CH:12][CH:11]=1. Reported procedure: A solution of phenylmagnesium chloride in THF (25%, 33 mL) was added at −10° C. to a solution of 1-Benzylpiperidone (10 g, dissolved in THF). The mixture was warmed to room temperature, stirred for 4 h and quenched by addition of 20% ammonium chloride solution. The mixture was extracted three times with methyl tert. butyl ether and the combined organic layer was dried over sodium sulfate and evaporated to dryness. The crude product was purified by silica gel chromatography to give 14.3 g of the ... Starting materials: C(CCCCC)OC=1C=NC(=NC1)C1=CC=C(C=C1)O (5-hexyloxy-2-(4-hydroxyphenyl)pyrimidine), FC(C(F)(F)F)(OC(C(OC(COCCCCCBr)(F)F)(F)F)(F)F)F (5-(2(2-(pentafluoroethoxy)tetrafluoroethoxy)-2,2-difluoroethoxy)-1-bromopentane). The solvent is O (water). The product is C(CCCCC)OC=1C=NC(=NC1)C1=CC=C(C=C1)OCCCCCOCC(F)(F)OC(C(OC(C(F)(F)F)(F)F)(F)F)(F)F (5-Hexyloxy-2-[4-(5-(2-(2-(pentafluoroethoxy)tetrafluoroethoxy)-2,2-difluoroethoxy)pentyloxy)phenyl]pyrimidine). RXN SMILES: [CH2:1]([O:7][C:8]1[CH:9]=[N:10][C:11]([C:14]2[CH:19]=[CH:18][C:17]([OH:20])=[CH:16][CH:15]=2)=[N:12][CH:13]=1)[CH2:2][CH2:3][CH2:4][CH2:5][CH3:6].[F:21][C:22]([F:46])([O:27][C:28]([F:45])([F:44])[C:29]([F:43])([F:42])[O:30][C:31]([F:41])([F:40])[CH2:32][O:33][CH2:34][CH2:35][CH2:36][CH2:37][CH2:38]Br)[C:23]([F:26])([F:25])[F:24]>O>[CH2:1]([O:7][C:8]1[CH:13]=[N:12][C:11]([C:14]2[CH:15]=[CH:16][C:17]([O:20][CH2:38][CH2:37][CH2:36][CH2:35][CH2:34][O:33][CH2:32][C:31]([O:30][C:29]([F:42])([F:43])[C:28]([F:44])([F:45])[O:27][C:22]([F:21])([F:46])[C:23]([F:24])([F:25])[F:26])([F:41])[F:40])=[CH:18][CH:19]=2)=[N:10][CH:9]=1)[CH2:2][CH2:3][CH2:4][CH2:5][CH3:6]. Reported procedure: The title compound was prepared essentially as in Example 1 by combining 5-hexyloxy-2-(4-hydroxyphenyl)pyrimidine (2.26 g, 8.3 mmol) with 5-(2(2-(pentafluoroethoxy)tetrafluoroethoxy)-2,2-difluoroethoxy)-1-bromopentane (4.08 g, 8.3 mmol; prepared by combining 1,5-dibromopentane with 2-(2-(pentafluoroethoxy)tetrafluoroethoxy)-2,2-difluoroethanol). Product was isolated by addition of water (160 mL) to the resulting mixture, followed by filtration and recrystallization from ethanol. The recrystalliz... The reactants are NC1=C(C=C(C=C1)Cl)NC1CCN(CC1)CC1=CC=CC=C1 (1-Amino-2-[(1-benzylpiperid-4-yl)amino]-4-chlorobenzene), C(=O)(N1C=NC=C1)N1C=NC=C1 (1,1'-carbonyldiimidazole). Solvent: C(C)#N (acetonitrile). The product is C(C1=CC=CC=C1)N1CCC(CC1)N1C(NC2=C1C=C(C=C2)Cl)=O (3-(1-Benzylpiperid-4-yl)-5-chloro-1,3-dihydro-2H-benzimidazol-2-one). Isolated yield 64.7%. As a reaction SMILES: [NH2:1][C:2]1[CH:7]=[CH:6][C:5]([Cl:8])=[CH:4][C:3]=1[NH:9][CH:10]1[CH2:15][CH2:14][N:13]([CH2:16][C:17]2[CH:22]=[CH:21][CH:20]=[CH:19][CH:18]=2)[CH2:12][CH2:11]1.[C:23](N1C=CN=C1)(N1C=CN=C1)=[O:24]>C(#N)C>[CH2:16]([N:13]1[CH2:12][CH2:11][CH:10]([N:9]2[C:3]3[CH:4]=[C:5]([Cl:8])[CH:6]=[CH:7][C:2]=3[NH:1][C:23]2=[O:24])[CH2:15][CH2:14]1)[C:17]1[CH:22]=[CH:21][CH:20]=[CH:19][CH:18]=1. Procedure: A mixture of 12.71 g of the compound obtained in step B) and 8.9 g of 1,1'-carbonyldiimidazole in 130 ml of acetonitrile is refluxed for 3 hours. The solvent is evaporated off under vacuum, the residue is taken up with water, extracted with DCM, washed with a saturated solution of NaHCO3 and with water and dried over Na2SO4 and the solvent is evaporated off under vacuum. The residue is chromatographed on silica using a DCM/MeOH mixture (92/8; v/v) as the eluent. 8.9 g of the expected product are...